Dataset: the Open Reaction Database (ORD), a public repository of structured organic reaction records. Task: describe an organic reaction: reactants, conditions, products, and yield Starting materials: Cl (HCl), Cl.FC1=C(C=CC(=C1)OC(F)(F)F)C1NCCC(C1)C(=O)OC (Methyl 2-(2-fluoro-4-(trifluoromethoxy)phenyl)piperidine-4-carboxylate hydrochloride), C(OC)(=O)Cl (Methyl carbonochloridate), CCN(C(C)C)C(C)C (DIPEA). Solvent: ClCCl (dichloromethane). Reaction conditions: time 4 hour. Product: FC1=C(C=CC(=C1)OC(F)(F)F)C1N(CCC(C1)C(=O)OC)C(=O)OC (dimethyl 2-(2-fluoro-4-(trifluoromethoxy)phenyl)piperidine-1,4-dicarboxylate). Isolated yield 102.3%. As a reaction SMILES: Cl.[F:2][C:3]1[CH:8]=[C:7]([O:9][C:10]([F:13])([F:12])[F:11])[CH:6]=[CH:5][C:4]=1[CH:14]1[CH2:19][CH:18]([C:20]([O:22][CH3:23])=[O:21])[CH2:17][CH2:16][NH:15]1.CCN(C(C)C)C(C)C.[C:33](Cl)(=[O:36])[O:34][CH3:35].Cl>ClCCl>[F:2][C:3]1[CH:8]=[C:7]([O:9][C:10]([F:13])([F:12])[F:11])[CH:6]=[CH:5][C:4]=1[CH:14]1[CH2:19][CH:18]([C:20]([O:22][CH3:23])=[O:21])[CH2:17][CH2:16][N:15]1[C:33]([O:34][CH3:35])=[O:36] |f:0.1|. Reported procedure: Methyl 2-(2-fluoro-4-(trifluoromethoxy)phenyl)piperidine-4-carboxylate hydrochloride (4.97 g, 13.89 mmol) was dissolved in dichloromethane (50 mL) and DIPEA (6.05 mL, 34.73 mmol). Methyl carbonochloridate (1.313 mL, 16.67 mmol) was added and the reaction mixture was stirred at room temperature for 4 h. 0.1 M HCl was added and the aqueous layer extracted with DCM. The combined organic layers were filtered through a phase separator and evaporated. Crude dimethyl 2-(2-fluoro-4-(trifluoromethoxy)phe... The reactants are NC1=CC=CC=C1 (aniline), [N+](=O)([O-])C1=C(C(=O)Cl)C=CC=C1 (2-nitrobenzoyl chloride). Yields the product [N+](=O)([O-])C1=C(C(=O)NC2=CC=CC=C2)C=CC=C1 (2-Nitro-N-phenylbenzamide). The yield is 80.3%. RXN SMILES: [NH2:1][C:2]1[CH:7]=[CH:6][CH:5]=[CH:4][CH:3]=1.[N+:8]([C:11]1[CH:19]=[CH:18][CH:17]=[CH:16][C:12]=1[C:13](Cl)=[O:14])([O-:10])=[O:9]>>[N+:8]([C:11]1[CH:19]=[CH:18][CH:17]=[CH:16][C:12]=1[C:13]([NH:1][C:2]1[CH:7]=[CH:6][CH:5]=[CH:4][CH:3]=1)=[O:14])([O-:10])=[O:9]. Procedure details: Using the procedure described in Example 93, Part A, aniline (11 mmol) and 2-nitrobenzoyl chloride (12.1 mmol) yielded 2.14 g (80%) of the title compound. Reactants: P(Cl)(Cl)Cl (Phosphorous trichloride), C (charcoal), N1=CC(=CC=C1)CC(=O)O ((3-pyridyl)ethanoic acid), P(O)(O)O (phosphorous acid). Solvent: C1(=CC=CC=C1)C (toluene), O (water), C1(=CC=CC=C1)OC1=CC=CC=C1 (diphenyl ether), CO (methanol). Run at temperature 70 celsius. Product: C1=CC(=CN=C1)CC(O)(P(=O)(O)O)P(=O)(O)O (Risedronic acid). RXN SMILES: [N:1]1[CH:6]=[CH:5][CH:4]=[C:3]([CH2:7][C:8]([OH:10])=O)[CH:2]=1.[P:11]([OH:14])([OH:13])[OH:12].P(Cl)(Cl)Cl.C>C1(OC2C=CC=CC=2)C=CC=CC=1.CO.C1(C)C=CC=CC=1.O>[CH:5]1[CH:6]=[N:1][CH:2]=[C:3]([CH2:7][C:8]([P:11]([OH:14])([OH:13])=[O:12])([P:11]([OH:14])([OH:13])=[O:12])[OH:10])[CH:4]=1. Procedure: The suspension of (3-pyridyl)ethanoic acid (10.0 g) and phosphorous acid (17.9 g) in diphenyl ether (50 ml) was heated up to 70° C. for 1 hour. Phosphorous trichloride (19.1 ml) was slowly added to reaction mass at 70° C. temperature and maintained reaction temperature for another 6 hours. Reaction mass was cooled to 25° C. followed by addition of water (150 ml) and toluene (30 ml). The reaction mixture was again heated to 70° C. and charged charcoal in hazy biphasic solution, stirred, filtered ... Starting materials: I(=O)(=O)(=O)[O-].[Na+] (Sodium metaperiodate), [K] (potassium), C(C)OC(=C)C1=NC(=NC(=C1)COCC(F)(F)F)NC1=CC(=C(C=C1)C1=CN=NC(=C1)C)OC (4-(1-Ethoxyvinyl)-N-(3-methoxy-4-(6-methylpyridazin-4-yl)phenyl)-6-((2,2,2-trifluoroethoxy)-methyl)pyrimidin-2-amine), [Mn](=O)(=O)(=O)[O-].[K+] (Potassium permanganate). Run in O1CCOCC1 (dioxane), O1CCOCC1 (1,4-dioxane), O (water). Product: COC=1C=C(C=CC1C1=CN=NC(=C1)C)NC1=NC(=CC(=N1)C(=O)OCC)COCC(F)(F)F (Ethyl 2-(3-methoxy-4-(6-methylpyridazin-4-yl)phenylamino)-6-((2,2,2-trifluoroethoxy)-methyl)pyrimidine-4-carboxylate). RXN SMILES: [CH2:1]([O:3][C:4]([C:6]1[CH:11]=[C:10]([CH2:12][O:13][CH2:14][C:15]([F:18])([F:17])[F:16])[N:9]=[C:8]([NH:19][C:20]2[CH:25]=[CH:24][C:23]([C:26]3[CH:31]=[C:30]([CH3:32])[N:29]=[N:28][CH:27]=3)=[C:22]([O:33][CH3:34])[CH:21]=2)[N:7]=1)=C)[CH3:2].I([O-])(=O)(=O)=[O:36].[Na+].[Mn]([O-])(=O)(=O)=O.[K+].[K]>O1CCOCC1.O>[CH3:34][O:33][C:22]1[CH:21]=[C:20]([NH:19][C:8]2[N:7]=[C:6]([C:4]([O:3][CH2:1][CH3:2])=[O:36])[CH:11]=[C:10]([CH2:12][O:13][CH2:14][C:15]([F:18])([F:17])[F:16])[N:9]=2)[CH:25]=[CH:24][C:23]=1[C:26]1[CH:31]=[C:30]([CH3:32])[N:29]=[N:28][CH:27]=1 |f:1.2,3.4,^1:46|. Procedure: 4-(1-Ethoxyvinyl)-N-(3-methoxy-4-(6-methylpyridazin-4-yl)phenyl)-6-((2,2,2-trifluoroethoxy)-methyl)pyrimidin-2-amine (0.7 g, 1.47 mmol) was dissolved in 1,4-dioxane (50 mL). Sodium metaperiodate (0.630 g, 2.94 mmol) was suspended in water (25 mL) and sonicated until a clear solution was obtained then added to the dioxane-solution. Potassium permanganate (0.035 g, 0.22 mmol) was added and the mixture was stirred at rt. Additional 10-15 mg of potassium permangante was added every 10 min. After 45 ... Reaction SMILES: [C:67](=[O:68])([O-:69])[O-:70].[CH3:1][c:2]1[n:3][cH:4][cH:5][c:6]([NH:8][C:9](=[O:10])[c:11]2[n:12][cH:13][cH:14][n:15][c:16]2[Br:17])[cH:7]1.[Cs+:71].[Cs+:72].[NH2:18][c:19]1[cH:20][cH:21][cH:22][cH:23][cH:24]1.[O:73]1[CH2:74][CH2:75][O:76][CH2:77][CH2:78]1.[c:25]1([P:26]([c:27]2[cH:28][cH:29][cH:30][cH:31][cH:32]2)[c:33]2[c:34]3[c:58]([cH:59][cH:60][cH:61]2)[C:55]([CH3:56])([CH3:57])[c:37]2[c:36]([c:41]([P:42]([c:43]4[cH:44][cH:45][cH:46][cH:47][cH:48]4)[c:49]4[cH:50][cH:51][cH:52][cH:53][cH:54]4)[cH:40][cH:39][cH:38]2)[O:35]3)[cH:62][cH:63][cH:64][cH:65][cH:66]1>>[CH3:1][c:2]1[n:3][cH:4][cH:5][c:6]([NH:8][C:9](=[O:10])[c:11]2[n:12][cH:13][cH:14][n:15][c:16]2[NH:18][c:19]2[cH:20][cH:21][cH:22][cH:23][cH:24]2)[cH:7]1. Starting materials: O=C([O-])[O-], Cc1cc(NC(=O)c2nccnc2Br)ccn1, [Cs+], [Cs+], Nc1ccccc1, C1COCCO1, CC1(C)c2cccc(P(c3ccccc3)c3ccccc3)c2Oc2c(P(c3ccccc3)c3ccccc3)cccc21. The product is Cc1cc(NC(=O)c2nccnc2Nc2ccccc2)ccn1.